Dataset: the Open Reaction Database (ORD), a public repository of structured organic reaction records. Task: describe an organic reaction: reactants, conditions, products, and yield Starting materials: CC#N, [O-][Cl+][O-], CCc1cccc(Cl)c1C=O, [Na+], [Na+], O, OO, O=S([O-])O. Yields the product CCc1cccc(Cl)c1C(=O)O. Reaction SMILES: [CH3:23][C:24]#[N:25].[Cl+:14]([O-:15])[O-:16].[Cl:1][c:2]1[c:3]([CH:4]=[O:5])[c:6]([CH2:10][CH3:11])[cH:7][cH:8][cH:9]1.[Na+:17].[Na+:22].[OH2:26].[OH:12][OH:13].[S:18](=[O:19])([OH:20])[O-:21]>>[Cl:1][c:2]1[c:3]([C:4](=[O:5])[OH:15])[c:6]([CH2:10][CH3:11])[cH:7][cH:8][cH:9]1. Reactants: c1(ccccc1)CN, c12c(OBO1)cccc2, C1CN(C[C@@H](C1=O)O)S(=O)(=O)C. Reagents/catalysts: c1ccc(cc1)-c2c3ccccc3cc4ccccc24 (9-Phenylanthracene), CC(C)[O-].CC(C)[O-].CC(C)[O-].CC(C)[O-].[Ti+4] (Ti(OiPr)4). Run at temperature 25 celsius, time 18 hour. The product is CS(=O)(=O)N1CC[C@@H](N)[C@@H](O)C1. Reaction SMILES: B1Oc(c2O1)cccc2.[NH2:1]Cc1ccccc1.[CH3:2][S:3]([N:6]1[CH2:12][C@H:10]([OH:11])[C:9](=O)[CH2:8][CH2:7]1)(=[O:5])=[O:4]>>[CH3:2][S:3]([N:6]1[CH2:12][C@H:10]([OH:11])[C@H:9]([NH2:1])[CH2:8][CH2:7]1)(=[O:5])=[O:4]. Starting materials: OC1=C(C=CC(=C1CCC)O)C(C)=O (1-(2,4-dihydroxy-3-propylphenyl)ethanone), COC(CCCCCOC1=C(C(=C(C=C1)C(C)=O)OCCCBr)CCC)=O (6-[4-acetyl-3-(3-bromopropoxy)-2-propylphenoxy]hexanoic acid methyl ester), C([O-])([O-])=O.[K+].[K+] (potassium carbonate). Solvent: CC(=O)C (acetone), CN(C=O)C (dimethylformamide). The product is COC(CCCCCOC1=C(C(=C(C=C1)C(C)=O)OCCCOC1=C(C(=C(C=C1)C(C)=O)O)CCC)CCC)=O (6-[4-acetyl-3-[3-(4-acetyl-3-hydroxy-2-propylphenoxy)propoxy]-2-propylphenoxy]hexanoic acid methyl ester). Isolated yield 67.9%. RXN SMILES: [OH:1][C:2]1[C:7]([CH2:8][CH2:9][CH3:10])=[C:6]([OH:11])[CH:5]=[CH:4][C:3]=1[C:12](=[O:14])[CH3:13].[CH3:15][O:16][C:17](=[O:41])[CH2:18][CH2:19][CH2:20][CH2:21][CH2:22][O:23][C:24]1[CH:29]=[CH:28][C:27]([C:30](=[O:32])[CH3:31])=[C:26]([O:33][CH2:34][CH2:35][CH2:36]Br)[C:25]=1[CH2:38][CH2:39][CH3:40].C(=O)([O-])[O-].[K+].[K+]>CC(C)=O.CN(C)C=O>[CH3:15][O:16][C:17](=[O:41])[CH2:18][CH2:19][CH2:20][CH2:21][CH2:22][O:23][C:24]1[CH:29]=[CH:28][C:27]([C:30](=[O:32])[CH3:31])=[C:26]([O:33][CH2:34][CH2:35][CH2:36][O:11][C:6]2[CH:5]=[CH:4][C:3]([C:12](=[O:14])[CH3:13])=[C:2]([OH:1])[C:7]=2[CH2:8][CH2:9][CH3:10])[C:25]=1[CH2:38][CH2:39][CH3:40] |f:2.3.4|. Procedure details: A mixture of 2.62 g of 1-(2,4-dihydroxy-3-propylphenyl)ethanone, 6.00 g of 6-[4-acetyl-3-(3-bromopropoxy)-2-propylphenoxy]hexanoic acid methyl ester and 3.70 g of anhydrous potassium carbonate in 100 ml of anhydrous acetone and 50 ml of anhydrous dimethylformamide was stirred at reflux for 20 hours. The reaction mixture was concentrated in vacuo and the residue was purified by liquid chromatography using 30% ethyl acetate-hexane to give 5.10 g (68% yield) of 6-[4-acetyl-3-[3-(4-acetyl-3-hydroxy-... Reactants: FC1=CC=C(C=C1)CC(C)=O (4-Fluorophenylacetone), BrBr (bromine), crude intermediate, ClC1=C(C=C2C=NN(C2=C1)C1=CC=C(C=C1)F)O (6-chloro-1-(4-fluorophenyl)-1H-indazol-5-ol), ( 99c ), C([O-])([O-])=O.[K+].[K+] (potassium carbonate). Reaction conditions: time 30 minute. Reported procedure: 4-Fluorophenylacetone (388 μl, 2.9 mmol) in DCM (12 ml) was cooled to 0° C. and bromine (672 mg, 2.9 mmol) was slowly added. The mixture was stirred for 30 min and then concentrated in vacuo. The crude intermediate was added to a mixture of 6-chloro-1-(4-fluorophenyl)-1H-indazol-5-ol, (99c) (762 mg, 2.9 mmol) and potassium carbonate (804 mg, 5.8 mmol) in THF (12 ml). The mixture was stirred for 4 h, filtrated and concentrated. The crude product was purified by flash chromatography (EtOAc/heptane... Isolated yield 88.0%. Yields the product ClC1=C(C=C2C=NN(C2=C1)C1=CC=C(C=C1)F)OC(C(=O)C)C1=CC=C(C=C1)F (1-{[6-chloro-1-(4-fluorophenyl)-1H-indazol-5-yl]oxy}-1-(4-fluorophenyl)acetone). The solvent is C(Cl)Cl (DCM), C1CCOC1 (THF). As a reaction SMILES: [F:1][C:2]1[CH:7]=[CH:6][C:5]([CH2:8][C:9](=[O:11])[CH3:10])=[CH:4][CH:3]=1.BrBr.[Cl:14][C:15]1[CH:23]=[C:22]2[C:18]([CH:19]=[N:20][N:21]2[C:24]2[CH:29]=[CH:28][C:27]([F:30])=[CH:26][CH:25]=2)=[CH:17][C:16]=1[OH:31].C(=O)([O-])[O-].[K+].[K+]>C(Cl)Cl.C1COCC1>[Cl:14][C:15]1[CH:23]=[C:22]2[C:18]([CH:19]=[N:20][N:21]2[C:24]2[CH:25]=[CH:26][C:27]([F:30])=[CH:28][CH:29]=2)=[CH:17][C:16]=1[O:31][CH:8]([C:5]1[CH:4]=[CH:3][C:2]([F:1])=[CH:7][CH:6]=1)[C:9]([CH3:10])=[O:11] |f:3.4.5|. Reactants: CCCBr, CCO, COc1ccc(O)c(C(N)=O)c1, [Na]. Yields the product CCCOc1ccc(OC)cc1C(N)=O. As a reaction SMILES: [Br:14][CH2:15][CH2:16][CH3:17].[CH3:18][CH2:19][OH:20].[CH3:1][O:2][c:3]1[cH:4][cH:5][c:6]([OH:12])[c:7]([C:8](=[O:9])[NH2:10])[cH:11]1.[Na:13]>>[CH3:1][O:2][c:3]1[cH:4][cH:5][c:6]([O:12][CH2:15][CH2:16][CH3:17])[c:7]([C:8](=[O:9])[NH2:10])[cH:11]1. Starting materials: CCN(CC)c1ccc(N(C(C)=O)C2CC(C)N(C(=O)c3ccc(N(C)C)cc3)c3cc(N(CC)CC)ccc32)cc1, CCNCC, C1COCCN1, CC(=O)N(c1ccc(Cl)cc1)C1CC(C)N(C(=O)c2ccc(N(C)C)cc2)c2cc(N3CCOCC3)ccc21. Product: CCN(CC)c1ccc2c(c1)N(C(=O)c1ccc(N(C)C)cc1)C(C)CC2N(C(C)=O)c1ccc(Cl)cc1. As a reaction SMILES: [CH2:1]([N:2]([CH2:3][CH3:4])[c:5]1[cH:6][c:7]2[c:8]([cH:40][cH:41]1)[CH:9]([N:10]([c:11]1[cH:12][cH:13][c:14]([N:15]([CH2:16][CH3:17])[CH2:18][CH3:19])[cH:20][cH:21]1)[C:22](=[O:23])[CH3:24])[CH2:25][CH:26]([CH3:27])[N:28]2[C:29](=[O:30])[c:31]1[cH:32][cH:33][c:34]([N:35]([CH3:36])[CH3:37])[cH:38][cH:39]1)[CH3:42].[CH2:82]([NH:83][CH2:84][CH3:85])[CH3:86].[CH2:87]1[NH:88][CH2:89][CH2:90][O:91][CH2:92]1.[Cl:43][c:44]1[cH:45][cH:46][c:47]([N:50]([C:51]([CH3:52])=[O:53])[CH:54]2[CH2:55][CH:56]([CH3:81])[N:57]([C:70]([c:71]3[cH:72][cH:73][c:74]([N:77]([CH3:78])[CH3:79])[cH:75][cH:76]3)=[O:80])[c:58]3[cH:59][c:60]([N:64]4[CH2:65][CH2:66][O:67][CH2:68][CH2:69]4)[cH:61][cH:62][c:63]32)[cH:48][cH:49]1>>[Cl:43][c:44]1[cH:45][cH:46][c:47]([N:50]([C:51]([CH3:52])=[O:53])[CH:54]2[CH2:55][CH:56]([CH3:81])[N:57]([C:70]([c:71]3[cH:72][cH:73][c:74]([N:77]([CH3:78])[CH3:79])[cH:75][cH:76]3)=[O:80])[c:58]3[cH:59][c:60]([N:64]([CH2:65][CH3:66])[CH2:69][CH3:68])[cH:61][cH:62][c:63]32)[cH:48][cH:49]1.